This data is from the Open Reaction Database (ORD), a public repository of structured organic reaction records. The task is: describe an organic reaction: reactants, conditions, products, and yield The reactants are C(C)(=O)OCC (ethyl acetate), S(=O)(=O)(O)C1=CC=C(C)C=C1.FC(CC)=C(F)F (3,4,4-trifluoro-3-butene tosylate), C1(C=2C(C(N1)=O)=CC=CC2)=O.[K] (potassium phthalimide), BrCCC(=C(F)F)F (4-bromo-1,1,2-trifluoro-1-butene). Reagents/catalysts: S(=O)(=O)([O-])C1=CC=C(C)C=C1.[Ag+] (silver tosylate). Run in CN(C)C=O (DMF), C(C)#N (acetonitrile). Product: FC(CCN1C(C=2C(C1=O)=CC=CC2)=O)=C(F)F (N-(3,4,4-trifluoro 3-butenyl)phthalimide). Isolated yield 80.9%. As a reaction SMILES: Br[CH2:2][CH2:3][C:4]([F:8])=[C:5]([F:7])[F:6].C(OCC)(=O)C.S(C1C=CC(C)=CC=1)(O)(=O)=O.FC(=C(F)F)CC.[C:33]1(=[O:43])[NH:37][C:36](=[O:38])[C:35]2=[CH:39][CH:40]=[CH:41][CH:42]=[C:34]12.[K]>C(#N)C.S(C1C=CC(C)=CC=1)([O-])(=O)=O.[Ag+].CN(C=O)C>[F:8][C:4](=[C:5]([F:7])[F:6])[CH2:3][CH2:2][N:37]1[C:36](=[O:38])[C:35]2=[CH:39][CH:40]=[CH:41][CH:42]=[C:34]2[C:33]1=[O:43] |f:2.3,4.5,7.8,^1:43|. Procedure: To 25 g (0.0896 mole) silver tosylate in 100 mL acetonitrile is slowly added 13.2 g (0.07 mole) 4-bromo-1,1,2-trifluoro-1-butene with stirring, at room temperature. The reaction mixture, protected from the light, is then heated and stirred overnight at reflux. After cooling, the precipitate is filtered off, and the solvent removed from the filtrate under vacuum. Ethyl acetate, 100 mL, is added to the residue of the filtrate and then washed three times with water and dried over magnesium sulfate.... Reactants: Cl (hydrochloric acid), C[Si]([N-][Si](C)(C)C)(C)C.[Na+] (Sodium hexamethyldisilazide), ClC1=C(C(=CC=C1Cl)Cl)CC(=O)NC=1C(=NC=CN1)C(=O)O (3-[2-(2,3,6-trichloro-phenyl)-acetylamino]-pyrazine-2-carboxylic acid), O(S(=O)(=O)C(F)(F)F)CC(F)F (difluoroethyl triflate). The solvent is O1CCCC1 (tetrahydrofuran). Conditions: time 30 minute. Product: FC(CN1C(C(=C(C=2C1=NC=CN2)O)C2=C(C(=CC=C2Cl)Cl)Cl)=O)F (5-(2,2-difluoro-ethyl)-8-hydroxy-7-(2,3,6-trichloro-phenyl)-5H-pyrido[2,3-b]pyrazin-6-one). As a reaction SMILES: C[Si](C)(C)[N-][Si](C)(C)C.[Na+].[Cl:11][C:12]1[C:17]([Cl:18])=[CH:16][CH:15]=[C:14]([Cl:19])[C:13]=1[CH2:20][C:21]([NH:23][C:24]1[C:25]([C:30]([OH:32])=O)=[N:26][CH:27]=[CH:28][N:29]=1)=[O:22].O([CH2:41][CH:42]([F:44])[F:43])S(C(F)(F)F)(=O)=O.Cl>O1CCCC1>[F:43][CH:42]([F:44])[CH2:41][N:23]1[C:24]2=[N:29][CH:28]=[CH:27][N:26]=[C:25]2[C:30]([OH:32])=[C:20]([C:13]2[C:14]([Cl:19])=[CH:15][CH:16]=[C:17]([Cl:18])[C:12]=2[Cl:11])[C:21]1=[O:22] |f:0.1|. Procedure: Sodium hexamethyldisilazide (“NaHMDS”) (1M in THF) (1.4 ml) was added dropwise to a solution of 3-[2-(2,3,6-trichloro-phenyl)-acetylamino]-pyrazine-2-carboxylic acid (Example 3.1) (0.225 g) in anhydrous tetrahydrofuran (10 ml) over a period of 10 minutes. Then difluoroethyl triflate (0.270 g) was added dropwise and the reaction mixture was allowed to stir at ambient temperature for 30 minutes. Then the reaction mixture was heated to reflux for 6 hours. The reaction mixture was allowed to cool to... Starting materials: BrC=1C=CC(=NC1OC)C(OC)=N (methyl 5-bromo-6-methoxypyridine-2-carboximidoate), CO (methanol). Solvent: Cl (hydrochloric acid). Yields the product BrC=1C=CC(=NC1OC)C(=O)OC (methyl 5-bromo-6-methoxypyridine-2-carboxylate). As a reaction SMILES: [Br:1][C:2]1[CH:3]=[CH:4][C:5]([C:10](=N)[O:11][CH3:12])=[N:6][C:7]=1[O:8][CH3:9].C[OH:15]>Cl>[Br:1][C:2]1[CH:3]=[CH:4][C:5]([C:10]([O:11][CH3:12])=[O:15])=[N:6][C:7]=1[O:8][CH3:9]. Procedure details: A stirred solution of methyl 5-bromo-6-methoxypyridine-2-carboximidoate (C29) (9.42 g, 38.4 mmol) in methanol (66 mL) and concentrated hydrochloric acid (6.6 mL) was heated under reflux for 18 hours. The reaction was concentrated to dryness under reduced pressure. The resulting solid was dissolved in dichloromethane (500 mL) and washed with saturated aqueous sodium bicarbonate solution (250 mL). The aqueous phase was extracted with dichloromethane (200 mL), and the combined organics were washed ... The reactants are C(C1=CC=CC=C1)OC(C[C@H](C(=O)N[C@H](CO)CC1=CC=CC=C1)NC(=O)OC(C)(C)C)=O (N-(1(S)-benzyl-2-hydroxyethyl)-3 (R)-(t-butoxycarbonylamino) succinamic acid benzyl ester), FC(C(=O)O)(F)F (trifluoroacetic acid). Run in C(Cl)Cl (CH2Cl2). Run at time 2.5 hour. The product is FC(C(=O)O)(F)F.C(C1=CC=CC=C1)OC(C[C@H](C(=O)N[C@H](CO)CC1=CC=CC=C1)N)=O (3(R)-amino-N-(1(S)-benzyl-2-hydroxyethyl)succinamic acid benzyl ester trifluoroacetate salt). Reaction SMILES: [CH2:1]([O:8][C:9](=[O:33])[CH2:10][C@@H:11]([NH:25]C(OC(C)(C)C)=O)[C:12]([NH:14][C@@H:15]([CH2:18][C:19]1[CH:24]=[CH:23][CH:22]=[CH:21][CH:20]=1)[CH2:16][OH:17])=[O:13])[C:2]1[CH:7]=[CH:6][CH:5]=[CH:4][CH:3]=1.[F:34][C:35]([F:40])([F:39])[C:36]([OH:38])=[O:37]>C(Cl)Cl>[F:34][C:35]([F:40])([F:39])[C:36]([OH:38])=[O:37].[CH2:1]([O:8][C:9](=[O:33])[CH2:10][C@@H:11]([NH2:25])[C:12]([NH:14][C@@H:15]([CH2:18][C:19]1[CH:24]=[CH:23][CH:22]=[CH:21][CH:20]=1)[CH2:16][OH:17])=[O:13])[C:2]1[CH:3]=[CH:4][CH:5]=[CH:6][CH:7]=1 |f:3.4|. Procedure details: To a solution of N-(1(S)-benzyl-2-hydroxyethyl)-3 (R)-(t-butoxycarbonylamino) succinamic acid benzyl ester (389 mg, 0.851 mmol) in CH2Cl2 (5 mL) was added trifluoroacetic acid (1 mL). After 2.5 h at ambient temperature, the solvent was removed in vacuo to give 3(R)-amino-N-(1(S)-benzyl-2-hydroxyethyl)succinamic acid benzyl ester trifluoroacetate salt as a yellow foam that was placed with 3-(biphenyl-4-yl-)2,5-dimethoxytetrahydrofuran (182 mg, 0.641 mmol) in HOAc (1 mL) and heated to 50° C. After... Procedure details: Using a procedure similar to that described in Example 1-A, 6-benzyloxy-2-(dimethylamino)benzo[b]thiophene was acylated with p-fluorobenzoyl choride to afford 6-benzyloxy-2-(dimethylamino)benzo[b]thiophen-3-yl 4-fluorophenyl ketone which was treated with 4-[2-(1-pyrrolidinyl) ethoxy]phenyl magnesium bromide using a procedure similar to that described in Example 1-B to afford title compound in 84% overall yield. Yields the product FC1=CC=C(C=C1)C(=O)C=1C2=C(SC1N(C)C)C=C(C=C2)OCC2=CC=CC=C2 (6-benzyloxy-2-(dimethylamino)benzo[b]thiophen-3-yl 4-fluorophenyl ketone). Starting materials: C(C1=CC=CC=C1)OC=1C=CC2=C(SC(=C2)N(C)C)C1 (6-benzyloxy-2-(dimethylamino)benzo[b]thiophene), FC1=CC=C(C(=O)Cl)C=C1 (p-fluorobenzoyl choride). RXN SMILES: [CH2:1]([O:8][C:9]1[CH:10]=[CH:11][C:12]2[CH:16]=[C:15]([N:17]([CH3:19])[CH3:18])[S:14][C:13]=2[CH:20]=1)[C:2]1[CH:7]=[CH:6][CH:5]=[CH:4][CH:3]=1.[F:21][C:22]1[CH:30]=[CH:29][C:25]([C:26](Cl)=[O:27])=[CH:24][CH:23]=1>>[F:21][C:22]1[CH:30]=[CH:29][C:25]([C:26]([C:16]2[C:12]3[CH:11]=[CH:10][C:9]([O:8][CH2:1][C:2]4[CH:3]=[CH:4][CH:5]=[CH:6][CH:7]=4)=[CH:20][C:13]=3[S:14][C:15]=2[N:17]([CH3:18])[CH3:19])=[O:27])=[CH:24][CH:23]=1.